Dataset: the Open Reaction Database (ORD), a public repository of structured organic reaction records. Task: describe an organic reaction: reactants, conditions, products, and yield Reactants: C(C)(C)(C)OC(=O)NCCC1=CC=C(C=C1)NC(=O)C=1C(=NC=CC1)NCC1=CC=NC=C1 (N-(4-{2-[(tert-butoxy)carbonylamino]-ethyl}phenyl){2-[(4-pyridylmethyl)amino](3-pyridyl)}carboxamide), C(=O)(C(F)(F)F)O (TFA). Run in C(Cl)Cl (CH2Cl2). Reaction conditions: time 3 hour. Yields the product NCCC1=CC=C(C=C1)NC(=O)C=1C(=NC=CC1)NCC1=CC=NC=C1 (N-[4-(2-aminoethyl)phenyl]{2-[(4-pyridylmethyl)-amino](3-pyridyl)}carboxamide). As a reaction SMILES: C(OC([NH:8][CH2:9][CH2:10][C:11]1[CH:16]=[CH:15][C:14]([NH:17][C:18]([C:20]2[C:21]([NH:26][CH2:27][C:28]3[CH:33]=[CH:32][N:31]=[CH:30][CH:29]=3)=[N:22][CH:23]=[CH:24][CH:25]=2)=[O:19])=[CH:13][CH:12]=1)=O)(C)(C)C.C(O)(C(F)(F)F)=O>C(Cl)Cl>[NH2:8][CH2:9][CH2:10][C:11]1[CH:16]=[CH:15][C:14]([NH:17][C:18]([C:20]2[C:21]([NH:26][CH2:27][C:28]3[CH:29]=[CH:30][N:31]=[CH:32][CH:33]=3)=[N:22][CH:23]=[CH:24][CH:25]=2)=[O:19])=[CH:13][CH:12]=1. Procedure details: To the solution of N-(4-{2-[(tert-butoxy)carbonylamino]-ethyl}phenyl){2-[(4-pyridylmethyl)amino](3-pyridyl)}carboxamide (96 mg, 0.22 mmol, Example 71) in CH2Cl2 (3 mL) was added TFA (3 mL). The mixture was stirred for 3 h at RT. The reaction mixture was concentrated and dried in vacuo to yield N-[4-(2-aminoethyl)phenyl]{2-[(4-pyridylmethyl)-amino](3-pyridyl)}carboxamide. MS (ES+): 348 (M+H); (ES−): 346 (M−H). Calc'd. for C20H21N5O—347.17. Reactants: ClC1=C(C(=O)NCC2=CC(=C(C=C2)OC)OC)C=C(C=N1)C1=CC(=CC(=C1)C)C (2-Chloro-N-(3,4-dimethoxybenzyl)-5-(3,5-dimethylphenyl)nicotinamide), CN1N=CC(=C1)B1OC(C(O1)(C)C)(C)C (1-methyl-4-(4,4,5,5-tetramethyl-1,3,2-dioxaborolan-2-yl)-1H-pyrazole), C([O-])(O)=O.[Na+] (sodium bicarbonate). Reagents/catalysts: C=1C=CC(=CC1)[P](C=2C=CC=CC2)(C=3C=CC=CC3)[Pd]([P](C=4C=CC=CC4)(C=5C=CC=CC5)C=6C=CC=CC6)([P](C=7C=CC=CC7)(C=8C=CC=CC8)C=9C=CC=CC9)[P](C=1C=CC=CC1)(C=1C=CC=CC1)C=1C=CC=CC1 (tetrakis(triphenylphosphine)palladium(0)). Solvent: dioxanes. Run at time 1 hour. The product is COC=1C=C(CNC(C2=C(N=CC(=C2)C2=CC(=CC(=C2)C)C)C=2C=NN(C2)C)=O)C=CC1OC (N-(3,4-Dimethoxybenzyl)-5-(3,5-dimethylphenyl)-2-(1-methyl-1H-pyrazol-4-yl)nicotinamide). RXN SMILES: Cl[C:2]1[N:21]=[CH:20][C:19]([C:22]2[CH:27]=[C:26]([CH3:28])[CH:25]=[C:24]([CH3:29])[CH:23]=2)=[CH:18][C:3]=1[C:4]([NH:6][CH2:7][C:8]1[CH:13]=[CH:12][C:11]([O:14][CH3:15])=[C:10]([O:16][CH3:17])[CH:9]=1)=[O:5].[CH3:30][N:31]1[CH:35]=[C:34](B2OC(C)(C)C(C)(C)O2)[CH:33]=[N:32]1.C(=O)(O)[O-].[Na+]>C1C=CC([P]([Pd]([P](C2C=CC=CC=2)(C2C=CC=CC=2)C2C=CC=CC=2)([P](C2C=CC=CC=2)(C2C=CC=CC=2)C2C=CC=CC=2)[P](C2C=CC=CC=2)(C2C=CC=CC=2)C2C=CC=CC=2)(C2C=CC=CC=2)C2C=CC=CC=2)=CC=1>[CH3:17][O:16][C:10]1[CH:9]=[C:8]([CH:13]=[CH:12][C:11]=1[O:14][CH3:15])[CH2:7][NH:6][C:4](=[O:5])[C:3]1[CH:18]=[C:19]([C:22]2[CH:27]=[C:26]([CH3:28])[CH:25]=[C:24]([CH3:29])[CH:23]=2)[CH:20]=[N:21][C:2]=1[C:34]1[CH:33]=[N:32][N:31]([CH3:30])[CH:35]=1 |f:2.3,^1:53,55,74,93|. Procedure: To a solution of 2-chloro-N-(3,4-dimethoxybenzyl)-5-(3,5-dimethylphenyl)nicotinamide (1-3, 50.0 mg, 0.122 mmol)) and 1-methyl-4-(4,4,5,5-tetramethyl-1,3,2-dioxaborolan-2-yl)-1H-pyrazole (25.3 mg, 0.122 mmol) in dioxanes (3 mL) was added tetrakis(triphenylphosphine)palladium(0) (7.03 mg, 6.08 μmol) and 2 N aqueous sodium bicarbonate solution (0.304 mL, 0.608 mmol). Under microwave heating the deoxygenated mixture was held at 160° C. for 1 h. The reaction mixture was filtered and concentrated to d... Starting materials: ClC1=C(C=CC(=C1)OC)CC(C(CC)=O)C(CC)=O (4-[(2-chloro-4-methoxyphenyl)methyl]-3,5-heptanedione), Cl.NO (hydroxylamine hydrochloride). Solvent: N1=CC=CC=C1 (pyridine). The product is ClC1=C(C=CC(=C1)OC)CC=1C(=NOC1CC)CC (4-[(2-Chloro-4-methoxyphenyl)methyl]-3,5-diethylisoxazole), ( b ). Reaction SMILES: [Cl:1][C:2]1[CH:7]=[C:6]([O:8][CH3:9])[CH:5]=[CH:4][C:3]=1[CH2:10][CH:11]([C:16](=O)[CH2:17][CH3:18])[C:12](=[O:15])[CH2:13][CH3:14].Cl.[NH2:21]O>N1C=CC=CC=1>[Cl:1][C:2]1[CH:7]=[C:6]([O:8][CH3:9])[CH:5]=[CH:4][C:3]=1[CH2:10][C:11]1[C:16]([CH2:17][CH3:18])=[N:21][O:15][C:12]=1[CH2:13][CH3:14] |f:1.2|. Procedure: 4-[(2-Chloro-4-methoxyphenyl)methyl]-3,5-diethylisoxazole [I; Ar is 2-Cl-4-CH3OC6H3, Y is CH2, R is C2H5 ] was prepared from 30.9 g. of 4-[(2-chloro-4-methoxyphenyl)methyl]-3,5-heptanedione and 7.96 g. of hydroxylamine hydrochloride in 65 ml. of pyridine according to the procedure of Example 2, part (b), and was obtained in the form of a pale yellow oil, b.p. 144°-147° C. (0.08 mm.); yield 21.6 g.; MIC=12 μg/ml (herpes 2). The reactants are c1ccc2c(c1)CCNC2, CCOC(C)=O, Clc1ccncc1, Cl, [Na+], [OH-], O. Product: c1ccc2c(c1)CCN(c1ccncc1)C2. As a reaction SMILES: [CH2:9]1[NH:10][CH2:11][CH2:12][c:13]2[cH:14][cH:15][cH:16][cH:17][c:18]21.[CH3:21][CH2:22][O:23][C:24]([CH3:25])=[O:26].[Cl:1][c:2]1[cH:3][cH:4][n:5][cH:6][cH:7]1.[ClH:8].[Na+:20].[OH-:19].[OH2:27]>>[c:2]1([N:10]2[CH2:9][c:18]3[c:13]([cH:14][cH:15][cH:16][cH:17]3)[CH2:12][CH2:11]2)[cH:3][cH:4][n:5][cH:6][cH:7]1. Starting materials: BrCC1=CC(=C(C=C1)OC)[N+](=O)[O-] (4-(bromomethyl)-1-methoxy-2-nitrobenzene), CCO (EtOH), CN (methanamine). Reaction conditions: time 1.5 hour. The product is COC1=C(C=C(C=C1)CNC)[N+](=O)[O-] (1-(4-methoxy-3-nitrophenyl)-N-methylmethanamine). Yield: 100.0%. As a reaction SMILES: Br[CH2:2][C:3]1[CH:8]=[CH:7][C:6]([O:9][CH3:10])=[C:5]([N+:11]([O-:13])=[O:12])[CH:4]=1.CCO.[CH3:17][NH2:18]>>[CH3:10][O:9][C:6]1[CH:7]=[CH:8][C:3]([CH2:2][NH:18][CH3:17])=[CH:4][C:5]=1[N+:11]([O-:13])=[O:12]. Reported procedure: 4-(bromomethyl)-1-methoxy-2-nitrobenzene (276 mg, 1.122 mmol) was dissolved in methanamine in EtOH (33% w/w, 8 ml, 64.5 mmol) and stirred at RT for 1.5 hours. The mixture was evaporated to dryness and diluted with WATER/brine. The aqueous phase was extracted twice with EtOAc. NaHCO3 sat. sol. was added until basic pH, and the aqueous phase was extracted twice with DCM. The combined organic layers were dried and evaporated under vacuum to give 1-(4-methoxy-3-nitrophenyl)-N-methylmethanamine (220 ... The reactants are C(C)S (ethanethiol), [H-].[Na+] (sodium hydride), Cl (hydrochloric acid), C(C)(=O)C=1C=C2C(=CC(=NC2=C(C1O)CCC)C(=O)OC)Cl (Methyl 6-acetyl-4-chloro-7-hydroxy-8-propylquinoline-2-carboxylate), [S-]CC.[Na+] (sodium thioethoxide). The solvent is oil, CN(C=O)C (dimethylformamide), C(C)(=O)OCC (ethyl acetate), CN(C=O)C (dimethylformamide). Run at time 2 hour. Yields the product C(C)(=O)C=1C=C2C(=CC(=NC2=C(C1O)CCC)C(=O)OC)SCC (Methyl 6-acetyl-4-ethylthio-7-hydroxy-8-propylquinoline-2-carboxylate). RXN SMILES: [C:1]([C:4]1[CH:5]=[C:6]2[C:11](=[C:12]([CH2:15][CH2:16][CH3:17])[C:13]=1[OH:14])[N:10]=[C:9]([C:18]([O:20][CH3:21])=[O:19])[CH:8]=[C:7]2Cl)(=[O:3])[CH3:2].[S-:23][CH2:24][CH3:25].[Na+].C(S)C.[H-].[Na+].Cl>CN(C)C=O.C(OCC)(=O)C>[C:1]([C:4]1[CH:5]=[C:6]2[C:11](=[C:12]([CH2:15][CH2:16][CH3:17])[C:13]=1[OH:14])[N:10]=[C:9]([C:18]([O:20][CH3:21])=[O:19])[CH:8]=[C:7]2[S:23][CH2:24][CH3:25])(=[O:3])[CH3:2] |f:1.2,4.5|. Reported procedure: Methyl 6-acetyl-4-chloro-7-hydroxy-8-propylquinoline-2-carboxylate (1.0 g) in dry dimethylformamide (50 mls) was added dropwise to a stirred solution of sodium thioethoxide [made by the addition of ethanethiol (0.773 g) to 50% sodium hydride in oil (0.6 g) in dry dimethylformamide (30 mls) under nitrogen]. The purple solution was stirred for 2 hours, poured into ethyl acetate and acidified with dilute hydrochloric acid. The organic layer was separated, washed with water, sodium bicarbonate solut...